From a dataset of the Open Reaction Database (ORD), a public repository of structured organic reaction records. describe an organic reaction: reactants, conditions, products, and yield Starting materials: CCn1c(=O)c2c(nc(C=Cc3ccc(OCCCCN=[N+]=[N-])cc3)n2C)n(CC)c1=O, [Na+], C1CCOC1, [OH-], O, c1ccc(P(c2ccccc2)c2ccccc2)cc1. Yields the product CCn1c(=O)c2c(nc(C=Cc3ccc(OCCCCN)cc3)n2C)n(CC)c1=O. Reaction SMILES: [N:1](=[N+:2]=[N-:3])[CH2:4][CH2:5][CH2:6][CH2:7][O:8][c:9]1[cH:10][cH:11][c:12]([CH:13]=[CH:14][c:15]2[n:16][c:17]3[n:18]([CH2:29][CH3:30])[c:19](=[O:28])[n:20]([CH2:26][CH3:27])[c:21](=[O:25])[c:22]3[n:23]2[CH3:24])[cH:31][cH:32]1.[Na+:54].[O:55]1[CH2:56][CH2:57][CH2:58][CH2:59]1.[OH-:53].[OH2:52].[c:33]1([P:34]([c:35]2[cH:36][cH:37][cH:38][cH:39][cH:40]2)[c:41]2[cH:42][cH:43][cH:44][cH:45][cH:46]2)[cH:47][cH:48][cH:49][cH:50][cH:51]1>>[NH2:1][CH2:4][CH2:5][CH2:6][CH2:7][O:8][c:9]1[cH:10][cH:11][c:12]([CH:13]=[CH:14][c:15]2[n:16][c:17]3[n:18]([CH2:29][CH3:30])[c:19](=[O:28])[n:20]([CH2:26][CH3:27])[c:21](=[O:25])[c:22]3[n:23]2[CH3:24])[cH:31][cH:32]1. Reactants: CCc1cnc(C)s1, C1CCOC1, [Li]CCCC, CCOC(C)=O. Yields the product CCc1cnc(CC(C)=O)s1. Reaction SMILES: [CH2:1]([CH3:2])[c:3]1[cH:4][n:5][c:6]([CH3:8])[s:7]1.[CH2:20]1[O:21][CH2:22][CH2:23][CH2:24]1.[CH2:9]([Li:10])[CH2:11][CH2:12][CH3:13].[CH3:14][CH2:15][O:16][C:17](=[O:18])[CH3:19]>>[CH2:1]([CH3:2])[c:3]1[cH:4][n:5][c:6]([CH2:8][C:15]([CH3:14])=[O:16])[s:7]1.